From a dataset of the Open Reaction Database (ORD), a public repository of structured organic reaction records. describe an organic reaction: reactants, conditions, products, and yield The reactants are BrC=1C=CC(=C(C1)C1C2(C(NC(C1)=O)C1=C(C=CC(=C1)Cl)C)C(NC1=CC(=CC=C12)Cl)=O)OC(C)(C)C(=O)OCC (racemic (2′S,3S,4′R)-4′-[5-bromo-2-(1-ethoxycarbonyl-1-methyl-ethoxy)-phenyl]-6-chloro-2′-(5-chloro-2-methyl-phenyl)spiro[3H-indole-3,3′-piperidine]-2,6′(1H)-dione), [OH-].[Na+] (NaOH), O (H2O). Solvent: C1CCOC1 (THF). Conditions: temperature 80 celsius. The product is BrC=1C=CC(=C(C1)C1C2(C(NC(C1)=O)C1=C(C=CC(=C1)Cl)C)C(NC1=CC(=CC=C12)Cl)=O)OC(C)(C)C(=O)O (racemic (2′S,3S,4′R)-4′-[5-bromo-2-(1-hydroxycarbonyl-1-methyl-ethoxy)-phenyl]-6-chloro-2′-(5-chloro-2-methyl-phenyl)spiro[3H-indole-3,3′-piperidine]-2,6′(1H)-dione). The yield is 52.2%. RXN SMILES: [Br:1][C:2]1[CH:3]=[CH:4][C:5]([O:33][C:34]([C:37]([O:39]CC)=[O:38])([CH3:36])[CH3:35])=[C:6]([CH:8]2[CH2:13][C:12](=[O:14])[NH:11][CH:10]([C:15]3[CH:20]=[C:19]([Cl:21])[CH:18]=[CH:17][C:16]=3[CH3:22])[C:9]32[C:30]2[C:25](=[CH:26][C:27]([Cl:31])=[CH:28][CH:29]=2)[NH:24][C:23]3=[O:32])[CH:7]=1.[OH-].[Na+].O>C1COCC1>[Br:1][C:2]1[CH:3]=[CH:4][C:5]([O:33][C:34]([C:37]([OH:39])=[O:38])([CH3:36])[CH3:35])=[C:6]([CH:8]2[CH2:13][C:12](=[O:14])[NH:11][CH:10]([C:15]3[CH:20]=[C:19]([Cl:21])[CH:18]=[CH:17][C:16]=3[CH3:22])[C:9]32[C:30]2[C:25](=[CH:26][C:27]([Cl:31])=[CH:28][CH:29]=2)[NH:24][C:23]3=[O:32])[CH:7]=1 |f:1.2|. Procedure details: A mixture of racemic (2′S,3S,4′R)-4′-[5-bromo-2-(1-ethoxycarbonyl-1-methyl-ethoxy)-phenyl]-6-chloro-2′-(5-chloro-2-methyl-phenyl)spiro[3H-indole-3,3′-piperidine]-2,6′(1H)-dione (200 mg), NaOH (80 mg), H2O (5 mL) and THF (2 mL) was heated at 80° C. for 2 h. Then the mixture was concentrated. The remaining aqueous solution was acidified to “pH” 2 by concentrated aqueous HCl solution (1.5 mL). The white precipitate was collected by filtration to give the title compound as a white solid (Yield: 100 ... The reactants are ClC1=CC=C(C=C1)C1CN(CCC1COC1=NC=C(C=C1)Cl)C(=O)C1=CC=C(C=C1)C1=NC(=NO1)C ([(3RS, 4RS)-3-(4-Chloro-phenyl)-4-(5-chloro-pyridin-2-yloxymethyl)-piperidin-1-yl]-[4-(3-methyl-[1,2,4]oxadiazol-5-yl)-phenyl]-methanone), title compounds, ClC1=CC=C(C=C1)[C@H]1CNCC[C@@H]1C(C)NC1=NC=C(C#N)C=C1 (6-{1-[(3S,4S)-3-(4-Chloro-phenyl)-piperidin-4-yl]-ethylamino}-nicotinonitrile), C(#N)C=1C=CC(=NC1)N1CCC(CC1)C(=O)O (5′-Cyano-3,4,5,6-tetrahydro-2H-[1,2′]bipyridinyl-4-carboxylic acid). The product is ClC1=CC=C(C=C1)[C@H]1CN(CC[C@@H]1C(C)NC1=NC=C(C=C1)C#N)C(=O)C1CCN(CC1)C1=NC=C(C=C1)C#N (4-{(3S,4S)-3-(4-Chloro-phenyl)-4-[(SR)-1-(5-cyano-pyridin-2-ylamino)-ethyl]-piperidine-1-carbonyl}-3,4,5,6-tetrahydro-2H-[1,2′]bipyridinyl-5′-carbonitrile). As a reaction SMILES: ClC1C=CC(C2C(COC3C=CC(Cl)=CN=3)CCN(C(C3C=CC(C4ON=C(C)N=4)=CC=3)=O)C2)=CC=1.[Cl:37][C:38]1[CH:43]=[CH:42][C:41]([C@@H:44]2[C@@H:49]([CH:50]([NH:52][C:53]3[CH:60]=[CH:59][C:56]([C:57]#[N:58])=[CH:55][N:54]=3)[CH3:51])[CH2:48][CH2:47][NH:46][CH2:45]2)=[CH:40][CH:39]=1.[C:61]([C:63]1[CH:64]=[CH:65][C:66]([N:69]2[CH2:74][CH2:73][CH:72]([C:75](O)=[O:76])[CH2:71][CH2:70]2)=[N:67][CH:68]=1)#[N:62]>>[Cl:37][C:38]1[CH:43]=[CH:42][C:41]([C@@H:44]2[C@@H:49]([CH:50]([NH:52][C:53]3[CH:60]=[CH:59][C:56]([C:57]#[N:58])=[CH:55][N:54]=3)[CH3:51])[CH2:48][CH2:47][N:46]([C:75]([CH:72]3[CH2:71][CH2:70][N:69]([C:66]4[CH:65]=[CH:64][C:63]([C:61]#[N:62])=[CH:68][N:67]=4)[CH2:74][CH2:73]3)=[O:76])[CH2:45]2)=[CH:40][CH:39]=1. Reported procedure: In analogy to the procedure described for the synthesis of [(3RS, 4RS)-3-(4-chloro-phenyl)-4-(5-chloro-pyridin-2-yloxymethyl)-piperidin-1-yl]-[4-(3-methyl-[1,2,4]oxadiazol-5-yl)-phenyl]-methanone (example 1, step i) the title compounds were prepared from 6-{1-[(3S,4S)-3-(4-Chloro-phenyl)-piperidin-4-yl]-ethylamino}-nicotinonitrile and 5′-Cyano-3,4,5,6-tetrahydro-2H-[1,2′]bipyridinyl-4-carboxylic acid (commercially available) with subsequent separation via preparative HPLC on chiral pak AD elutin... Reactants: ClC1=C(C=C(C=C1)N[C@H](C(=O)O)C)OC(F)(F)F ((S)-2-(4-chloro-3-trifluoromethoxy-phenylamino)-propionic acid), C(C)(C)(C)[Si](O[C@H]1C2(CC2)CCN(C1)CCCN(C([C@H](C)NC1=CC(=C(C=C1)Cl)OC(F)(F)F)=O)CC(OC)OC)(C)C ((S)—N-{3-[(S)-4-(tert-butyl-dimethyl-silanyloxy)-6-aza-spiro[2.5]oct-6-yl]-propyl}-2-(4-chloro-3-trifluoromethoxy-phenylamino)-N-(2,2-dimethoxy-ethyl)-propionamide), C(C)(C)(C)[Si](O[C@H]1C2(CC2)CCN(C1)CCCN1C([C@@H](N(CC1)C1=CC(=C(C=C1)Cl)OC(F)(F)F)C)=O)(C)C ((S)-1-{3-[(S)-4-(tert-butyl-dimethyl-silanyloxy)-6-aza-spiro[2.5]oct-6-yl]-propyl}-4-(4-chloro-3-trifluoromethoxy-phenyl)-3-methyl-piperazin-2-one), ClC1=C(C=C(C=C1)N[C@H](C(=O)O)C)OC(F)(F)F ((S)-2-(4-chloro-3-trifluoromethoxy-phenylamino)-propionic acid), C(C)(C)(C)[Si](O[C@H]1C2(CC2)CCN(C1)CCCNCC(OC)OC)(C)C ({3-[(S)-4-(tert-butyl-dimethyl-silanyloxy)-6-aza-spiro[2.5]oct-6-yl]-propyl}-(2,2-dimethoxy-ethyl)-amine). The product is ClC1=C(C=C(C=C1)N1[C@H](C(N(CC1)CCCN1C[C@H](C2(CC2)CC1)O)=O)C)OC(F)(F)F ((S)-4-(4-Chloro-3-trifluoromethoxy-phenyl)-1-[3-((S)-4-hydroxy-6-aza-spiro[2.5]oct-6-yl)-propyl]-3-methyl-piperazin-2-one). As a reaction SMILES: ClC1C=CC(N[C@@H](C)C(O)=O)=CC=1OC(F)(F)F.C([Si](C)(C)O[C@@H]1CN(CCCNCC(OC)OC)CCC21CC2)(C)(C)C.C([Si](C)(C)[O:50][C@@H:51]1[CH2:58][N:57]([CH2:59][CH2:60][CH2:61][N:62]([CH2:80][CH:81](OC)OC)[C:63](=[O:79])[C@@H:64]([NH:66][C:67]2[CH:72]=[CH:71][C:70]([Cl:73])=[C:69]([O:74][C:75]([F:78])([F:77])[F:76])[CH:68]=2)[CH3:65])[CH2:56][CH2:55][C:52]21[CH2:54][CH2:53]2)(C)(C)C.C([Si](C)(C)O[C@@H]1CN(CCCN2CCN(C3C=CC(Cl)=C(OC(F)(F)F)C=3)[C@@H](C)C2=O)CCC21CC2)(C)(C)C>>[Cl:73][C:70]1[CH:71]=[CH:72][C:67]([N:66]2[CH2:81][CH2:80][N:62]([CH2:61][CH2:60][CH2:59][N:57]3[CH2:56][CH2:55][C:52]4([CH2:53][CH2:54]4)[C@H:51]([OH:50])[CH2:58]3)[C:63](=[O:79])[C@@H:64]2[CH3:65])=[CH:68][C:69]=1[O:74][C:75]([F:77])([F:76])[F:78]. Reported procedure: The title compound was produced in analogy with example 83, steps D-F. Thus, (S)-2-(4-chloro-3-trifluoromethoxy-phenylamino)-propionic acid (intermediate 19) was coupled with {3-[(S)-4-(tert-butyl-dimethyl-silanyloxy)-6-aza-spiro[2.5]oct-6-yl]-propyl}-(2,2-dimethoxy-ethyl)-amine (example 83C) in step D, leading to (S)—N-{3-[(S)-4-(tert-butyl-dimethyl-silanyloxy)-6-aza-spiro[2.5]oct-6-yl]-propyl}-2-(4-chloro-3-trifluoromethoxy-phenylamino)-N-(2,2-dimethoxy-ethyl)-propionamide. This was cyclized t... Procedure: A mixture of 1,2-diethyl-4-nitrobenzene (16) and 1,2-diethyl-3-nitrobenzene (17) (1.4 g, 7.82 mmol) was dissolved in ethyl acetate (20 mL). To this solution was added 10% Pd-C (350 mg, 20%; Aldrich). The mixture was agitated at room temperature under a pressure of 35 psi (H) for 10 h. The catalyst was removed through a column of Celite (5 g) and washed with ethyl acetate (3×15 mL). The filtrates were combined and evaporated in vacuo to give a residue, which was separated by preparative TLC (Hexa... Solvent: C(C)(=O)OCC (ethyl acetate). The reactants are ( H ), C(C)C1=C(C=C(C=C1)[N+](=O)[O-])CC (1,2-Diethyl-4-nitrobenzene), C(C)C1=C(C(=CC=C1)[N+](=O)[O-])CC (1,2-Diethyl-3-nitrobenzene). Isolated yield 19.0%. The reagents and catalysts are [Pd] (Pd-C). Reaction SMILES: [CH2:1]([C:3]1[CH:8]=[CH:7][C:6]([N+:9]([O-])=O)=[CH:5][C:4]=1[CH2:12][CH3:13])[CH3:2].[CH2:14]([C:16]1[CH:21]=[CH:20][CH:19]=[C:18]([N+:22]([O-])=O)[C:17]=1[CH2:25][CH3:26])[CH3:15]>C(OCC)(=O)C.[Pd]>[CH2:12]([C:4]1[CH:5]=[C:6]([CH:7]=[CH:8][C:3]=1[CH2:1][CH3:2])[NH2:9])[CH3:13].[CH2:25]([C:17]1[C:16]([CH2:14][CH3:15])=[CH:21][CH:20]=[CH:19][C:18]=1[NH2:22])[CH3:26]. Yields the product C(C)C=1C=C(N)C=CC1CC (3,4-Diethylaniline), C(C)C1=C(N)C=CC=C1CC (2,3-Diethylaniline). The reactants are ClCCl, Cl, Cc1cc(Nc2ncnc3cnc(F)cc23)ccc1OC1CCNCC1, O=C=Nc1c(F)cccc1F. Yields the product Cc1cc(Nc2ncnc3cnc(F)cc23)ccc1OC1CCN(C(=O)Nc2c(F)cccc2F)CC1. RXN SMILES: [Cl:39][CH2:40][Cl:41].[ClH:12].[F:13][c:14]1[cH:15][c:16]2[c:17]([n:18][cH:19][n:20][c:21]2[NH:22][c:23]2[cH:24][c:25]([CH3:36])[c:26]([O:29][CH:30]3[CH2:31][CH2:32][NH:33][CH2:34][CH2:35]3)[cH:27][cH:28]2)[cH:37][n:38]1.[F:1][c:2]1[c:3]([N:9]=[C:10]=[O:11])[c:4]([F:8])[cH:5][cH:6][cH:7]1>>[F:1][c:2]1[c:3]([NH:9][C:10](=[O:11])[N:33]2[CH2:32][CH2:31][CH:30]([O:29][c:26]3[c:25]([CH3:36])[cH:24][c:23]([NH:22][c:21]4[c:16]5[cH:15][c:14]([F:13])[n:38][cH:37][c:17]5[n:18][cH:19][n:20]4)[cH:28][cH:27]3)[CH2:35][CH2:34]2)[c:4]([F:8])[cH:5][cH:6][cH:7]1. The reactants are C[Si](N[Si](C)(C)C)(C)C.[Li] (Lithium hexamethyldisilazane), NC=1C=C(N=NC1Cl)C1=C(N=C(S1)NC(C)=O)C (N-[5-(5-amino-6-chloropyridazin-3-yl)-4-methyl-1,3-thiazol-2-yl]acetamide), C1(=CC=CC=C1)S(=O)(=O)Cl (Benzenesulfonyl chloride). Reagents/catalysts: O (Water). Solvent: C1CCOC1 (THF). Reaction conditions: temperature 0 celsius, time 30 minute. Product: CC=1N=C(SC1C=1N=NC(=C(C1)NS(=O)(=O)C1=CC=CC=C1)Cl)NC(C)=O (N-[4-Methyl-5-(6-chloro-5-phenylsulfonylaminopyridazin-3-yl)-1,3-thiazol-2-yl]acetamide). As a reaction SMILES: C[Si](C)(C)N[Si](C)(C)C.[Li].[NH2:11][C:12]1[CH:13]=[C:14]([C:19]2[S:23][C:22]([NH:24][C:25](=[O:27])[CH3:26])=[N:21][C:20]=2[CH3:28])[N:15]=[N:16][C:17]=1[Cl:18].[C:29]1([S:35](Cl)(=[O:37])=[O:36])[CH:34]=[CH:33][CH:32]=[CH:31][CH:30]=1>O.C1COCC1>[CH3:28][C:20]1[N:21]=[C:22]([NH:24][C:25](=[O:27])[CH3:26])[S:23][C:19]=1[C:14]1[N:15]=[N:16][C:17]([Cl:18])=[C:12]([NH:11][S:35]([C:29]2[CH:34]=[CH:33][CH:32]=[CH:31][CH:30]=2)(=[O:37])=[O:36])[CH:13]=1 |f:0.1,^1:9|. Reported procedure: Lithium hexamethyldisilazane (1M solution in THF; 0.81 mL) was added to a mixture of N-[5-(5-amino-6-chloropyridazin-3-yl)-4-methyl-1,3-thiazol-2-yl]acetamide (77 mg) and THF (1.3 mL) that had been cooled to 0° C. The reaction mixture was allowed to warm and was stirred at room temperature for 30 minutes. Benzenesulfonyl chloride (0.069 mL) was added and the reaction mixture was stirred at room temperature for 2 hours. Water (2 drops) was added to the reaction mixture. The mixture was evaporated... The reactants are C1(\C=C/C(=O)O1)=O (maleic anhydride), C(\C=C/C(=O)O)(=O)O (maleic acid), solution, C(C)B(CC)CC (triethylborane), CN(C(C)=O)C=C (N-methyl-N-vinylacetamide), CC=CNC(C)=O (N-methylvinylacetamide). The solvent is O1CCCC1 (tetrahydrofuran), O1CCCC1 (tetrahydrofuran), CCCCCC (hexane), C(C)(C)(C)OO (t-butyl hydroperoxide). Yields the product CN(C(C)=O)C=C.C1(\C=C/C(=O)O1)=O (N-methyl-N-vinylacetamide maleic anhydride). RXN SMILES: [C:1]1(=[O:7])[O:6][C:4](=[O:5])[CH:3]=[CH:2]1.C(O)(=O)/C=C\C(O)=O.CC=CNC(=O)C.[CH3:23][N:24]([CH:28]=[CH2:29])[C:25](=[O:27])[CH3:26].C(B(CC)CC)C>O1CCCC1.C(OO)(C)(C)C.CCCCCC>[CH3:23][N:24]([CH:28]=[CH2:29])[C:25](=[O:27])[CH3:26].[C:4]1(=[O:5])[O:6][C:1](=[O:7])[CH:2]=[CH:3]1 |f:8.9|. Procedure details: Copoly(N-methyl-N-vinylacetamide/maleic anhydride) was prepared as follows. About 5 g of maleic anhydride free of maleic acid was dissolved in about 32 g of tetrahydrofuran. This solution was placed in a flask fitted with a dropping funnel, mechanical stirrer and nitrogen inlet. The dropping funnel was charged with about 4 g of N-methylvinylacetamide dissolved in about 13 g of tetrahydrofuran and 0.25 ml of 90% t-butyl hydroperoxide. The temperature of the reaction was adjusted to about 30° C., ...